From a dataset of the Open Reaction Database (ORD), a public repository of structured organic reaction records. describe an organic reaction: reactants, conditions, products, and yield Starting materials: C1(COCC(=O)O1)=O (diglycolic anhydride), NCCCO (3-aminopropanol), CS(=O)(=O)[O-] (methanesulfonate), ( a ). Product: OCCCNC(COCC(=O)O)=O ([2-(3-hydroxypropyl)amino-2-oxoethoxy]acetic acid), ( b ). RXN SMILES: CS([O-])(=O)=O.[C:6]1(=[O:13])[O:12][C:10](=[O:11])[CH2:9][O:8][CH2:7]1.[NH2:14][CH2:15][CH2:16][CH2:17][OH:18]>>[OH:18][CH2:17][CH2:16][CH2:15][NH:14][C:10](=[O:11])[CH2:9][O:8][CH2:7][C:6]([OH:12])=[O:13]. Procedure: methanesulfonate by (a) reacting diglycolic anhydride and 3-aminopropanol to produce [2-(3-hydroxypropyl)amino-2-oxoethoxy]acetic acid, (b) heating to cyclize the latter to obtain 4-(3-hydroxypropyl)-3,5-dioxomorpholine, (c) esterifying the latter with methanesulfonyl chloride to produce 3-(3,5-dioxomorpholino)propyl methanesulfonate and (d) reacting the mesylate with 4-[bis(2-bromo-p-tolyl)methyl]piperidine. Reactants: C(=O)C1=C(OC(C(=O)OC)C(C)C)C(=CC=C1)OC (methyl 2-(2-formyl-6-methoxyphenoxy)isovalerate), CC(C)([O-])C.[K+] (Potassium t-butoxide), C(C)(=O)O (Acetic acid). The solvent is CN(C)C=O (DMF), CN(C)C=O (DMF). Reaction conditions: temperature 0 celsius, time 30 minute. Product: C(C)(C)C1(OC2=C(C1=O)C=CC=C2OC)C(=O)OC (Methyl 2-isopropyl-7-methoxy-3-oxo-2,3-dihydrobenzofuran-2-carboxylate). The yield is 65.9%. Reaction SMILES: CC(C)([O-])C.[K+].[CH:7]([C:9]1[CH:23]=[CH:22][CH:21]=[C:20]([O:24][CH3:25])[C:10]=1[O:11][CH:12]([CH:17]([CH3:19])[CH3:18])[C:13]([O:15][CH3:16])=[O:14])=[O:8].C(O)(=O)C>CN(C=O)C>[CH:17]([C:12]1([C:13]([O:15][CH3:16])=[O:14])[C:7](=[O:8])[C:9]2[CH:23]=[CH:22][CH:21]=[C:20]([O:24][CH3:25])[C:10]=2[O:11]1)([CH3:19])[CH3:18] |f:0.1|. Reported procedure: Potassium t-butoxide (5.62 g) was dissolved in DMF (150 ml) and the obtained solution was cooled to 0° C. To this solution, methyl 2-(2-formyl-6-methoxyphenoxy)isovalerate (11.10 g) solution in DMF (50 ml) was added dropwise for 40 minutes, and the resulting solution was stirred for another 30 minutes. Acetic acid (4 ml) was added to the reaction solution and the solution was concentrated. The resultant was poured into water layer (300 ml) and extracted twice with ethyl acetate (150 ml). The org... The reactants are ClCC(=O)C=1C=C2C=CC(OC2=C(C1O)OC)=O (6-(2′-chloroacetyl)-7-hydroxy-8-methoxycoumarin), C([O-])([O-])=O.[Na+].[Na+] (sodium carbonate), [BH4-].[Na+] (sodium borohydride). As a reaction SMILES: Cl[CH2:2][C:3]([C:5]1[CH:6]=[C:7]2[C:12](=[C:13]([O:16][CH3:17])[C:14]=1[OH:15])[O:11][C:10](=[O:18])[CH:9]=[CH:8]2)=O.C(=O)([O-])[O-].[Na+].[Na+].[BH4-].[Na+]>CC(C)=O.S(=O)(=O)(O)O>[CH3:17][O:16][C:13]1[C:12]2[O:11][C:10]([CH:9]=[CH:8][C:7]=2[CH:6]=[C:5]2[CH:3]=[CH:2][O:15][C:14]=12)=[O:18] |f:1.2.3,4.5|. Yields the product COC1=C2C(C=CO2)=CC3=C1OC(=O)C=C3 (8-MOP). Yield: 80.0%. Procedure details: 1.5 g of 6-(2′-chloroacetyl)-7-hydroxy-8-methoxycoumarin (0.006 mole) is cyclized by heating in 20 ml of acetone in the presence of 0.5 g sodium carbonate (0.007 mole), reducing using 1.4 mg of sodium borohydride (0.03 mole) and neutralizing in sulfuric acid medium. After vacuum filtration and evaporation and trituration in ethanol, 8-MOP is obtained (yield 80%). Lastly, the 8-MOP is recrystallized in ethanol. Run in S(O)(O)(=O)=O (sulfuric acid), CC(=O)C (acetone). The reactants are CC(=O)OC(C)=O, CCO, Nc1ccc2nc(C3=NCCN3N)[nH]c2c1. Yields the product CC(=O)Nc1ccc2nc(C3=NCCN3N)[nH]c2c1. Reaction SMILES: [CH3:17][C:18](=[O:19])[O:20][C:21](=[O:22])[CH3:23].[CH3:24][CH2:25][OH:26].[NH2:1][c:2]1[cH:3][c:4]2[c:5]([n:6][c:7]([C:9]3=[N:13][CH2:12][CH2:11][N:10]3[NH2:14])[nH:8]2)[cH:15][cH:16]1>>[NH:1]([c:2]1[cH:3][c:4]2[c:5]([n:6][c:7]([C:9]3=[N:13][CH2:12][CH2:11][N:10]3[NH2:14])[nH:8]2)[cH:15][cH:16]1)[C:18]([CH3:17])=[O:19]. Yield: 83.0%. The solvent is C(C)(=O)O (acetic acid). Run at temperature 75 celsius, time 18 hour. Reactants: hydroxymethylpyridines, OO (H2O2), N1=CC(=C(C=C1)C)C (3,4-lutidine), OO (H2O2), OO (H2O2), CCCCCC (hexane). Procedure: The general procedure of Boekelheide1 for the preparation of hydroxymethylpyridines was used. Thus, a solution of freshly distilled 3,4-lutidine (46.0 g, 0.43 mol) in 120 mL of glacial acetic acid was cooled at 0° C. and then 64 mL of 30% H2O2 was added dropwise. The resulting solution was heated at 75° C. (oil-bath temperature) for 3 h. Another 20 mL of 30% H2O2 was then added and heating was continued for 18 h. Finally, 20 mL of 30% H2O2 was again added and the reaction was kept at 75° C. for ... Yields the product [N+]1(=CC(=C(C=C1)C)C)[O-] (3,4-lutidine-N-oxide). RXN SMILES: [N:1]1[CH:6]=[CH:5][C:4]([CH3:7])=[C:3]([CH3:8])[CH:2]=1.[OH:9]O.CCCCCC>C(O)(=O)C>[N+:1]1([O-:9])[CH:6]=[CH:5][C:4]([CH3:7])=[C:3]([CH3:8])[CH:2]=1. The reactants are CCCCN, C1COCCO1, Cc1cc(C)c(S(=O)(=O)Oc2nc(N)nc(C)c2Cc2ccc(CC#N)cc2)c(C)c1. The product is CCCCNc1nc(N)nc(C)c1Cc1ccc(CC#N)cc1. RXN SMILES: [CH2:32]([CH2:33][CH2:34][CH3:35])[NH2:36].[CH2:37]1[O:38][CH2:39][CH2:40][O:41][CH2:42]1.[CH3:1][c:2]1[cH:3][c:4]([CH3:5])[cH:6][c:7]([CH3:8])[c:9]1[S:10]([O:11][c:14]1[n:15][c:16]([NH2:31])[n:17][c:18]([CH3:30])[c:19]1[CH2:20][c:21]1[cH:22][cH:23][c:24]([CH2:27][C:28]#[N:29])[cH:25][cH:26]1)(=[O:12])=[O:13]>>[c:14]1([NH:36][CH2:32][CH2:33][CH2:34][CH3:35])[n:15][c:16]([NH2:31])[n:17][c:18]([CH3:30])[c:19]1[CH2:20][c:21]1[cH:22][cH:23][c:24]([CH2:27][C:28]#[N:29])[cH:25][cH:26]1. Reactants: C1CN=C2N1C1=CC=C(C=C1C=C2)SC=2C=C(C=CC2)C2(CCOCC2)O (4-[3-(1,2-Dihydro-imidazo[1,2-a]quinolin-7-ylsulfanyl)-phenyl]-tetrahydro-pyran-4-ol), [H-].[Na+] (sodium hydride), CN(C)C=O (DMF). Reagents/catalysts: IC (Iodomethane). Reaction conditions: time 5 hour. Yields the product COC1(CCOCC1)C=1C=C(C=CC1)SC=1C=C2C=CC=3N(C2=CC1)CCN3 (7-[3-(4-Methoxy-tetrahydro-pyran-4-yl)-phenylsulfanyl]-1,2-dihydro-imidazo[1,2-a]quinoline). RXN SMILES: [CH2:1]1[N:5]2[C:6]3[C:11]([CH:12]=[CH:13][C:4]2=[N:3][CH2:2]1)=[CH:10][C:9]([S:14][C:15]1[CH:16]=[C:17]([C:21]2([OH:27])[CH2:26][CH2:25][O:24][CH2:23][CH2:22]2)[CH:18]=[CH:19][CH:20]=1)=[CH:8][CH:7]=3.[H-].[Na+].[CH3:30]N(C=O)C>IC>[CH3:30][O:27][C:21]1([C:17]2[CH:16]=[C:15]([S:14][C:9]3[CH:10]=[C:11]4[C:6](=[CH:7][CH:8]=3)[N:5]3[CH2:1][CH2:2][N:3]=[C:4]3[CH:13]=[CH:12]4)[CH:20]=[CH:19][CH:18]=2)[CH2:22][CH2:23][O:24][CH2:25][CH2:26]1 |f:1.2|. Procedure: To a solution of 2c (42 mg, 0.11 mmol) in DMF was added sodium hydride (5 mg, 0.12 mmol). Iodomethane (one drop) was added, and the mixture was stirred at room temperature for 5 hours. The reaction was quenched with water, extracted with EtOAc, and purified by preparative HPLC to give the desired product, 2d. Reactants: CC(=O)c1cccc(S(=O)(=O)Cl)c1, CC1CN(c2ccc(C#N)nc2)CCN1, CCN(C(C)C)C(C)C, ClCCl. Yields the product CC(=O)c1cccc(S(=O)(=O)N2CCN(c3ccc(C#N)nc3)CC2C)c1. Reaction SMILES: [C:16]([CH3:17])(=[O:18])[c:19]1[cH:20][c:21]([S:25](=[O:26])(=[O:27])[Cl:28])[cH:22][cH:23][cH:24]1.[CH3:1][CH:2]1[CH2:3][N:4]([c:8]2[cH:9][cH:10][c:11]([C:14]#[N:15])[n:12][cH:13]2)[CH2:5][CH2:6][NH:7]1.[CH:29]([N:30]([CH:31]([CH3:32])[CH3:33])[CH2:34][CH3:35])([CH3:36])[CH3:37].[Cl:38][CH2:39][Cl:40]>>[CH3:1][CH:2]1[CH2:3][N:4]([c:8]2[cH:9][cH:10][c:11]([C:14]#[N:15])[n:12][cH:13]2)[CH2:5][CH2:6][N:7]1[S:25]([c:21]1[cH:20][c:19]([C:16]([CH3:17])=[O:18])[cH:24][cH:23][cH:22]1)(=[O:26])=[O:27]. Starting materials: COc1ccccc1Oc1c(Cl)nc(N2CCOCC2)nc1NS(=O)(=O)c1ccc(C(C)(C)C)cc1, OCCCO, CCOC(C)=O, CS(C)=O, [H-], [Na+]. Yields the product COc1ccccc1Oc1c(NS(=O)(=O)c2ccc(C(C)(C)C)cc2)nc(N2CCOCC2)nc1OCCCO. Reaction SMILES: [C:8]([CH3:9])([CH3:10])([CH3:11])[c:12]1[cH:13][cH:14][c:15]([S:18](=[O:19])(=[O:20])[NH:21][c:22]2[n:23][c:24]([N:38]3[CH2:39][CH2:40][O:41][CH2:42][CH2:43]3)[n:25][c:26]([Cl:37])[c:27]2[O:28][c:29]2[c:30]([O:35][CH3:36])[cH:31][cH:32][cH:33][cH:34]2)[cH:16][cH:17]1.[CH2:1]([CH2:2][CH2:3][OH:4])[OH:5].[CH3:44][CH2:45][O:46][C:47](=[O:48])[CH3:49].[CH3:50][S:51](=[O:52])[CH3:53].[H-:6].[Na+:7]>>[CH2:1]([CH2:2][CH2:3][O:4][c:26]1[n:25][c:24]([N:38]2[CH2:39][CH2:40][O:41][CH2:42][CH2:43]2)[n:23][c:22]([NH:21][S:18]([c:15]2[cH:14][cH:13][c:12]([C:8]([CH3:9])([CH3:10])[CH3:11])[cH:17][cH:16]2)(=[O:19])=[O:20])[c:27]1[O:28][c:29]1[c:30]([O:35][CH3:36])[cH:31][cH:32][cH:33][cH:34]1)[OH:5].